This data is from the Open Reaction Database (ORD), a public repository of structured organic reaction records. The task is: describe an organic reaction: reactants, conditions, products, and yield The reactants are C(C)OC(=O)C=1N(C=C(C1)C(C(F)(F)F)(O)C=1C=C2C=NN(C2=CC1)C1=CC=C(C=C1)F)CC=C (1-allyl-4-{2,2,2-trifluoro-1-[1-(4-fluorophenyl)-1H-indazol-5-yl]-1-hydroxyethyl}-1H-pyrrole-2-carboxylic acid ethyl ester), [Cl-].[NH4+] (ammonium chloride). Solvent: O (water), CCO (EtOH), [OH-].[Na+] (NaOH). Reaction conditions: time 18 hour. The product is C(C=C)N1C(=CC(=C1)C(C(F)(F)F)(O)C=1C=C2C=NN(C2=CC1)C1=CC=C(C=C1)F)C(=O)O (1-Allyl-4-{2,2,2-trifluoro-1-[1-(4-fluorophenyl)-1H-indazol-5-yl]-1-hydroxyethyl}-1H-pyrrole-2-carboxylic acid). Isolated yield 95.8%. Reaction SMILES: C([O:3][C:4]([C:6]1[N:7]([CH2:33][CH:34]=[CH2:35])[CH:8]=[C:9]([C:11]([C:17]2[CH:18]=[C:19]3[C:23](=[CH:24][CH:25]=2)[N:22]([C:26]2[CH:31]=[CH:30][C:29]([F:32])=[CH:28][CH:27]=2)[N:21]=[CH:20]3)([OH:16])[C:12]([F:15])([F:14])[F:13])[CH:10]=1)=[O:5])C.[Cl-].[NH4+]>CCO.[OH-].[Na+].O>[CH2:33]([N:7]1[CH:8]=[C:9]([C:11]([C:17]2[CH:18]=[C:19]3[C:23](=[CH:24][CH:25]=2)[N:22]([C:26]2[CH:31]=[CH:30][C:29]([F:32])=[CH:28][CH:27]=2)[N:21]=[CH:20]3)([OH:16])[C:12]([F:14])([F:15])[F:13])[CH:10]=[C:6]1[C:4]([OH:5])=[O:3])[CH:34]=[CH2:35] |f:1.2,4.5|. Procedure details: A mixture of 1-allyl-4-{2,2,2-trifluoro-1-[1-(4-fluorophenyl)-1H-indazol-5-yl]-1-hydroxyethyl}-1H-pyrrole-2-carboxylic acid ethyl ester (728 mg, 1.5 mmol) in 5 mL of EtOH and 30 mL of 3 M NaOH was stirred at room temperature. After 18 hours, the mixture was neutralized with saturated aqueous ammonium chloride, diluted with water, and extracted with EtOAc. The combined organic layers were dried, filtered, and concentrated in vacuo to provide 660 mg (96%) of the title compound as a beige solid. MS... RXN SMILES: [CH:13]([Cl:14])([Cl:15])[Cl:16].[c:1]1([CH2:11][OH:12])[n:2][cH:3][cH:4][c:5]2[cH:6][cH:7][cH:8][cH:9][c:10]12>>[c:1]1([CH:11]=[O:12])[n:2][cH:3][cH:4][c:5]2[cH:6][cH:7][cH:8][cH:9][c:10]12. Starting materials: ClC(Cl)Cl, OCc1nccc2ccccc12. Product: O=Cc1nccc2ccccc12.